Dataset: the Open Reaction Database (ORD), a public repository of structured organic reaction records. Task: describe an organic reaction: reactants, conditions, products, and yield The reactants are [OH-].[K+] (potassium hydroxide), O.FC1=CC=C(C=C1)C1=C(C(=NN1)C(=O)O)C1=CC=NC=C1 (5-(4-fluorophenyl)-4-(4-pyridinyl)-1H-pyrazole-3-carboxylic acid, monohydrate), [H-].[Al+3].[Li+].[H-].[H-].[H-] (lithium aluminum hydride), [H-].[Al+3].[Li+].[H-].[H-].[H-] (lithium aluminum hydride). Run in O (water), C1CCOC1 (THF), C1CCOC1 (THF). Product: FC1=CC=C(C=C1)C1=C(C(=NN1)CO)C1=CC=NC=C1 (5-(4-fluorophenyl)-4-(4-pyridinyl)-1H-pyrazole-3-methanol). Yield: 56.5%. Reaction SMILES: O.[F:2][C:3]1[CH:8]=[CH:7][C:6]([C:9]2[NH:13][N:12]=[C:11]([C:14](O)=[O:15])[C:10]=2[C:17]2[CH:22]=[CH:21][N:20]=[CH:19][CH:18]=2)=[CH:5][CH:4]=1.[H-].[Al+3].[Li+].[H-].[H-].[H-].[OH-].[K+]>C1COCC1.O>[F:2][C:3]1[CH:4]=[CH:5][C:6]([C:9]2[NH:13][N:12]=[C:11]([CH2:14][OH:15])[C:10]=2[C:17]2[CH:18]=[CH:19][N:20]=[CH:21][CH:22]=2)=[CH:7][CH:8]=1 |f:0.1,2.3.4.5.6.7,8.9|. Procedure details: To a suspension of 5-(4-fluorophenyl)-4-(4-pyridinyl)-1H-pyrazole-3-carboxylic acid, monohydrate prepared in accordance with Example A-200 (0.526 g, 2.0 mmol) in dry THF (15 ml) at reflux under nitrogen, a solution of 1N lithium aluminum hydride in THF (4.0 ml, 4.0 mmol) was added dropwise over 15 minutes. A precipitate formed. The mixture was boiled for an additional hour. Excess lithium aluminum hydride was then decomposed by cautiously adding a solution of 4N potassium hydroxide in water (0.5... Starting materials: N1CC(CCC1)CO (3-piperidinemethanol), BrCC#N (BrCH2CN). The solvent is C1CCOC1 (THF). Product: OCC1CN(CCC1)CC#N (3-Hydroxymethyl-piperidin-1-yl-acetonitrile). The yield is 91.6%. Reaction SMILES: [NH:1]1[CH2:6][CH2:5][CH2:4][CH:3]([CH2:7][OH:8])[CH2:2]1.Br[CH2:10][C:11]#[N:12]>C1COCC1>[OH:8][CH2:7][CH:3]1[CH2:4][CH2:5][CH2:6][N:1]([CH2:10][C:11]#[N:12])[CH2:2]1. Procedure details: The method follows that of S1 using 3-piperidinemethanol (4.79 g, 41.59 mmol), BrCH2CN (1.99 g, 16.64 mmol) and dry THF (25 mL). The title-compound was yielded as a straw-coloured oil (2.35 g, 92%) after flash chromatography using CH2Cl2/CH3OH (9:1) as eluent. dH (250 MHz; CDCl3); 1.05 (m, 1H, CHCH2OH), 1.5-1.9 (m, 5H, OH, CH2CH2CH2 and CH2CH2CH), 2.15 (t, 1H, J=10 Hz, 1×NCH2CH), 2.35 (3×d, 1H, J=4 Hz and J=10 Hz, 1×NCH2CH2), 2.7 (m, 1H, 1×NCH2CH2), 2.85 (2×d, 1H, J=4 Hz and J=12 Hz, 1×NCH2CH), ... Reactants: C(C)NC1=C2C(=NC=C1C=O)NC=C2 (4-Ethylamino-1H-pyrrolo[2,3-b]pyridine-5-carbaldehyde), C(C)OC(C1=CC(=CC(=C1)OC)CC#N)=O (3-cyanomethyl-5-methoxy-benzoic acid ethyl ester), C(C)O (ethanol), N1CCCCC1 (piperidine). Reaction conditions: temperature 120 celsius, time 24 hour. Product: C(C)OC(C1=CC(=CC(=C1)OC)C1=CC2=CN=C3C(=C2N(C1=N)CC)C=CN3)=O (3-(9-Ethyl-8-imino-8,9-dihydro-3H-3,4,9-triaza-cyclopenta[a]naphthalen-7-yl)-5-methoxy-benzoic acid ethyl ester). As a reaction SMILES: [CH2:1]([NH:3][C:4]1[C:9]([CH:10]=O)=[CH:8][N:7]=[C:6]2[NH:12][CH:13]=[CH:14][C:5]=12)[CH3:2].C(O[C:18](=[O:30])[C:19]1[CH:24]=[C:23]([O:25][CH3:26])[CH:22]=[C:21]([CH2:27][C:28]#[N:29])[CH:20]=1)C.N1CCCCC1.[CH2:37]([OH:39])[CH3:38]>>[CH2:37]([O:39][C:18](=[O:30])[C:19]1[CH:24]=[C:23]([O:25][CH3:26])[CH:22]=[C:21]([C:27]2[C:28](=[NH:29])[N:3]([CH2:1][CH3:2])[C:4]3[C:9](=[CH:8][N:7]=[C:6]4[NH:12][CH:13]=[CH:14][C:5]4=3)[CH:10]=2)[CH:20]=1)[CH3:38]. Procedure: 4-Ethylamino-1H-pyrrolo[2,3-b]pyridine-5-carbaldehyde (1 g, 5.3 mmol) and 3-cyanomethyl-5-methoxy-benzoic acid ethyl ester (1.3 g, 5.8 mmol) are dissolved in ethanol (4 mL) and piperidine (2 mL, 21.2 mmol) is added at room temperature. The reaction mixture is heated at 120° C. and stirred for 24 h. The reaction mixture is then concentrated and dried to yield the crude product. The crude product is used for the next step without any further purification. MS m/z 391.1 (M+1).